This data is from the Open Reaction Database (ORD), a public repository of structured organic reaction records. The task is: describe an organic reaction: reactants, conditions, products, and yield The reactants are COC1=C(C=CC=C1)N1CCC=2C(=NC=3C(=CC=CC3C21)OCC(F)(F)F)Cl (1-(2-Methoxyphenyl)-4-chloro-6-β,β,β-trifluoroethoxy-2,3-dihydropyrrolo[3,2-c]quinoline), NCCCCO (4-amino-1-butanol). The solvent is C(COCCO)O (diethylene glycol). Yields the product COC1=C(C=CC=C1)N1CCC=2C(=NC=3C(=CC=CC3C21)OCC(F)(F)F)NCCCCO (1-(2-methoxyphenyl)-4-[(4-hydroxybutyl)amino]-6-β,β,β-trifluoroethoxy-2,3-dihydropyrrolo[3,2-c]quinoline). Yield: 21.7%. Reaction SMILES: [CH3:1][O:2][C:3]1[CH:8]=[CH:7][CH:6]=[CH:5][C:4]=1[N:9]1[C:21]2[C:20]3[CH:19]=[CH:18][CH:17]=[C:16]([O:22][CH2:23][C:24]([F:27])([F:26])[F:25])[C:15]=3[N:14]=[C:13](Cl)[C:12]=2[CH2:11][CH2:10]1.[NH2:29][CH2:30][CH2:31][CH2:32][CH2:33][OH:34]>C(O)COCCO>[CH3:1][O:2][C:3]1[CH:8]=[CH:7][CH:6]=[CH:5][C:4]=1[N:9]1[C:21]2[C:20]3[CH:19]=[CH:18][CH:17]=[C:16]([O:22][CH2:23][C:24]([F:27])([F:26])[F:25])[C:15]=3[N:14]=[C:13]([NH:29][CH2:30][CH2:31][CH2:32][CH2:33][OH:34])[C:12]=2[CH2:11][CH2:10]1. Procedure details: 1-(2-Methoxyphenyl)-4-chloro-6-β,β,β-trifluoroethoxy-2,3-dihydropyrrolo[3,2-c]quinoline(500 mg, 1.2 mmol) was dissolved in diethylene glycol(10 ml) and 4-amino-1-butanol(175 μl, 1.9 mmol) was added. It was reacted at the same condition of Step 3 in the Example 38 to obtain 120 mg of desired compound as solid in 39% of yield.